This data is from the Open Reaction Database (ORD), a public repository of structured organic reaction records. The task is: describe an organic reaction: reactants, conditions, products, and yield Starting materials: C(C)(=O)OC(C)(C)C (tertiary-butyl acetate), C(#N)C[C@H](CC(=O)OCCCC)O ((R)-4-cyano-3-hydroxybutyric acid, n-butyl ester), C(C)(C)[N-]C(C)C.[Li+] (lithium diisopropylamide), Cl (hydrochloric acid). The solvent is O1CCCC1 (tetrahydrofuran), O1CCCC1 (tetrahydrofuran), C(C)(=O)OCC (ethyl acetate). Reaction conditions: time 90 minute. The product is C(#N)C[C@H](CC(CC(=O)OC(C)(C)C)=O)O ((5R)-1,1-dimethylethyl 6-cyano-5-hydroxy-3-oxo-hexanoate). As a reaction SMILES: [C:1]([O:4][C:5]([CH3:8])([CH3:7])[CH3:6])(=[O:3])[CH3:2].[C:9]([CH2:11][C@@H:12]([OH:21])[CH2:13][C:14](OCCCC)=[O:15])#[N:10].C([N-]C(C)C)(C)C.[Li+].Cl>O1CCCC1.C(OCC)(=O)C>[C:9]([CH2:11][C@@H:12]([OH:21])[CH2:13][C:14](=[O:15])[CH2:2][C:1]([O:4][C:5]([CH3:8])([CH3:7])[CH3:6])=[O:3])#[N:10] |f:2.3|. Procedure: To a stirred -50° C. solution of tertiary-butyl acetate (60 mL, 0.44 mol), (R)-4-cyano-3-hydroxybutyric acid, n-butyl ester (20 g, 0.11 mol) and 150 mL tetrahydrofuran is added lithium diisopropylamide (300 mL of 1.5 M) in tetrahydrofuran over 15 minutes and the mixture is stirred at -45° C. to -50° C. for 90 minutes. To this solution is added 700 mL of 5% aqueous hydrochloric acid solution along with 300 mL of ethyl acetate. The aqueous layer is separated and the remaining top layer washed with... The solvent is O1CCCC1 (tetrahydrofuran). Procedure details: To a stirred suspension of 2-chloro-3,4-dihydro-2-(4-hydroxyphenyl)-4-methyl-3-oxo-2H-1,4-benzothiazine (11.5 g, compound No. 2) in tetrahydrofuran (40 ml), 40% aqueous methylamine solution (14.6 ml) is added. The mixture is stirred for 2 hours at room temperature, and poured into a mixture of ethyl acetate and water. The organic layer is washed with saturated aqueous sodium chloride solution, dried over anhydrous sodium sulfate and concentrated in vacuo to give 10.1 g (89.8%) of the titled comp... The yield is 89.8%. Reactants: ClC1(SC2=C(N(C1=O)C)C=CC=C2)C2=CC=C(C=C2)O (2-chloro-3,4-dihydro-2-(4-hydroxyphenyl)-4-methyl-3-oxo-2H-1,4-benzothiazine), C(C)(=O)OCC (ethyl acetate), O (water), CN (methylamine). Product: OC1=CC=C(C=C1)C1(SC2=C(N(C1=O)C)C=CC=C2)NC (3,4-Dihydro-2-(4-hydroxyphenyl)-4-methyl-2-methylamino-3-oxo-2H-1,4-benzothiazine). RXN SMILES: Cl[C:2]1([C:14]2[CH:19]=[CH:18][C:17]([OH:20])=[CH:16][CH:15]=2)[C:7](=[O:8])[N:6]([CH3:9])[C:5]2[CH:10]=[CH:11][CH:12]=[CH:13][C:4]=2[S:3]1.[CH3:21][NH2:22].C(OCC)(=O)C.O>O1CCCC1>[OH:20][C:17]1[CH:18]=[CH:19][C:14]([C:2]2([NH:22][CH3:21])[C:7](=[O:8])[N:6]([CH3:9])[C:5]3[CH:10]=[CH:11][CH:12]=[CH:13][C:4]=3[S:3]2)=[CH:15][CH:16]=1. Conditions: time 2 hour. Reactants: [OH-].[Na+] (NaOH), FC=1C=C(C=C(C1)F)N1[C@H](CCC1)C=1C=C(C=C2C(C=C(OC12)N1CCOCC1)=O)C(=O)OC (methyl 8-[(2R)-1-(3,5-difluorophenyl)pyrrolidin-2-yl]-2-morpholino-4-oxo-chromene-6-carboxylate), Cl (HCl). The solvent is CO (MeOH), C(Cl)Cl (DCM). Run at time 8 hour. The product is FC=1C=C(C=C(C1)F)N1[C@H](CCC1)C=1C=C(C=C2C(C=C(OC12)N1CCOCC1)=O)C(=O)O (8-[(2R)-1-(3,5-difluorophenyl)pyrrolidin-2-yl]-2-morpholino-4-oxo-chromene-6-carboxylic acid). Isolated yield 83.2%. As a reaction SMILES: [OH-].[Na+].[F:3][C:4]1[CH:5]=[C:6]([N:11]2[CH2:15][CH2:14][CH2:13][C@@H:12]2[C:16]2[CH:17]=[C:18]([C:33]([O:35]C)=[O:34])[CH:19]=[C:20]3[C:25]=2[O:24][C:23]([N:26]2[CH2:31][CH2:30][O:29][CH2:28][CH2:27]2)=[CH:22][C:21]3=[O:32])[CH:7]=[C:8]([F:10])[CH:9]=1.Cl>CO.C(Cl)Cl>[F:3][C:4]1[CH:5]=[C:6]([N:11]2[CH2:15][CH2:14][CH2:13][C@@H:12]2[C:16]2[CH:17]=[C:18]([C:33]([OH:35])=[O:34])[CH:19]=[C:20]3[C:25]=2[O:24][C:23]([N:26]2[CH2:27][CH2:28][O:29][CH2:30][CH2:31]2)=[CH:22][C:21]3=[O:32])[CH:7]=[C:8]([F:10])[CH:9]=1 |f:0.1|. Procedure details: An aqueous NaOH 2N (2.55 ml, 5.10 mmol) solution was added to methyl 8-[(2R)-1-(3,5-difluorophenyl)pyrrolidin-2-yl]-2-morpholino-4-oxo-chromene-6-carboxylate (0.79 g, 1.68 mmol) in a mixture of MeOH (9 mL) and DCM (6 mL) and the reaction mixture was stirred at room temperature overnight. The mixture was cooled to 0° C. and an aqueous HCl 2N (2.5 mL, 5.0 mmol) solution was added dropwise to the reaction mixture until pH ˜3. After dilution with water (9 mL), the reaction mixture was concentrated t... Starting materials: [N+](=O)([O-])C1=CC=C2C=NNC2=C1 (6-nitroindazole), C(=O)([O-])[O-].[K+].[K+] (K2CO3), COC(CBr)OC (bromoacetaldehyde dimethylacetal). Solvent: C(C)OCC (diethyl ether), O (H2O), CN(C=O)C (N,N-dimethylformamide). Product: COC(CN1N=C2C=C(C=CC2=C1)[N+](=O)[O-])OC (2-(2,2-dimethoxyethyl)-6-nitro-2H-indazole). RXN SMILES: [N+:1]([C:4]1[CH:12]=[C:11]2[C:7]([CH:8]=[N:9][NH:10]2)=[CH:6][CH:5]=1)([O-:3])=[O:2].C([O-])([O-])=O.[K+].[K+].[CH3:19][O:20][CH:21]([O:24][CH3:25])[CH2:22]Br>CN(C)C=O.C(OCC)C.O>[CH3:19][O:20][CH:21]([O:24][CH3:25])[CH2:22][N:9]1[CH:8]=[C:7]2[C:11]([CH:12]=[C:4]([N+:1]([O-:3])=[O:2])[CH:5]=[CH:6]2)=[N:10]1 |f:1.2.3|. Reported procedure: To a stirred suspension of 6-nitroindazole (10 g, 61 mmol) and K2CO3 (9.31 g, 67.5 mmol) in N,N-dimethylformamide (60 mL) at room temperature was added bromoacetaldehyde dimethylacetal (8.0 mL, 67.5 mmol) and the reaction was heated to 55 C for 18 ours. The mixture was allowed to cool and was diluted with diethyl ether (30 mL) and H2O (60 mL). The layers were separated and the aqueous was extracted with additional diethyl ether (3×30 mL). The combined organic layers were dried with anhydrous Na2... Reactants: CC(=O)OC(C)=O, CCOC(C)=O, CCN(C(C)C)C(C)C, ClCCl, CC(C)(C)OC(=O)C1CCCN2C(=O)CCC(N)C(=O)N12. The product is CC(=O)NC1CCC(=O)N2CCCC(C(=O)OC(C)(C)C)N2C1=O. Reaction SMILES: [CH3:1][C:2](=[O:3])[O:4][C:5](=[O:6])[CH3:7].[CH3:41][CH2:42][O:43][C:44]([CH3:45])=[O:46].[CH:29]([N:30]([CH:31]([CH3:32])[CH3:33])[CH2:34][CH3:35])([CH3:36])[CH3:37].[Cl:38][CH2:39][Cl:40].[NH2:8][CH:9]1[CH2:10][CH2:11][C:12](=[O:28])[N:13]2[N:14]([C:15]1=[O:16])[CH:17]([C:21](=[O:22])[O:23][C:24]([CH3:25])([CH3:26])[CH3:27])[CH2:18][CH2:19][CH2:20]2>>[CH3:1][C:2](=[O:3])[NH:8][CH:9]1[CH2:10][CH2:11][C:12](=[O:28])[N:13]2[N:14]([C:15]1=[O:16])[CH:17]([C:21](=[O:22])[O:23][C:24]([CH3:25])([CH3:26])[CH3:27])[CH2:18][CH2:19][CH2:20]2. Reactants: ClCCl, CCSSCC, CNC(=O)Nc1ccc(Cl)c(Cl)c1, Cl, O=S(=O)(Cl)Cl, c1ccncc1. Yields the product CCSN(C)C(=O)Nc1ccc(Cl)c(Cl)c1. As a reaction SMILES: [CH2:26]([Cl:27])[Cl:28].[CH2:6]([S:7][S:9][CH2:10][CH3:11])[CH3:8].[CH3:12][NH:13][C:14](=[O:15])[NH:16][c:17]1[cH:18][c:19]([Cl:24])[c:20]([Cl:23])[cH:21][cH:22]1.[ClH:25].[S:1]([Cl:2])([Cl:3])(=[O:4])=[O:5].[cH:29]1[cH:30][cH:31][n:32][cH:33][cH:34]1>>[S:9]([CH2:10][CH3:11])[N:13]([CH3:12])[C:14](=[O:15])[NH:16][c:17]1[cH:18][c:19]([Cl:24])[c:20]([Cl:23])[cH:21][cH:22]1. The reactants are [N-]=[N+]=[N-].[Na+] (NaN3), COC(C(C1=C(C=CC=C1)I)Br)=O (bromo-(2-iodophenyl)-acetic acid methyl ester). Run in CN(C)C=O (DMF), [Cl-].[Na+].O (Brine). Run at time 18 hour. The product is COC(C(C1=C(C=CC=C1)I)N=[N+]=[N-])=O (Azido-(2-iodophenyl)-acetic Acid Methyl Ester). Reaction SMILES: [N-:1]=[N+:2]=[N-:3].[Na+].[CH3:5][O:6][C:7](=[O:17])[CH:8](Br)[C:9]1[CH:14]=[CH:13][CH:12]=[CH:11][C:10]=1[I:15]>CN(C=O)C.[Cl-].[Na+].O>[CH3:5][O:6][C:7](=[O:17])[CH:8]([N:1]=[N+:2]=[N-:3])[C:9]1[CH:14]=[CH:13][CH:12]=[CH:11][C:10]=1[I:15] |f:0.1,4.5.6|. Procedure details: To a suspension of NaN3 (10.6 g, 163 mmol) in DMF (100 mL) is added bromo-(2-iodophenyl)-acetic acid methyl ester (19.3 g, 54.4 mmol) and the mixture is stirred at RT for 18 h. Brine is added and the mixture is extracted with ether (10×100 mL). The combined organic layers are washed with brine and dried over sodium sulfate. The solvent is removed under reduced pressure to afford the title compound which is used directly in the next step.